Dataset: the Open Reaction Database (ORD), a public repository of structured organic reaction records. Task: describe an organic reaction: reactants, conditions, products, and yield Starting materials: BrB(Br)Br, ClCCl, COc1cccc(C(F)(F)F)c1Oc1ccccc1, O. The product is Oc1cccc(C(F)(F)F)c1Oc1ccccc1. RXN SMILES: [B:20]([Br:21])([Br:22])[Br:23].[Cl:25][CH2:26][Cl:27].[O:1]([c:2]1[cH:3][cH:4][cH:5][cH:6][cH:7]1)[c:8]1[c:9]([O:18][CH3:19])[cH:10][cH:11][cH:12][c:13]1[C:14]([F:15])([F:16])[F:17].[OH2:24]>>[O:1]([c:2]1[cH:3][cH:4][cH:5][cH:6][cH:7]1)[c:8]1[c:9]([OH:18])[cH:10][cH:11][cH:12][c:13]1[C:14]([F:15])([F:16])[F:17]. The reactants are O (Water), C(C)OC1=CC=C(N=N1)C(=O)O (6-ethoxy-pyridazine-3-carboxylic acid), C1=CN(C=N1)C(=O)N2C=CN=C2 (CDI), CS(=O)(=O)O.NCC=1C=C2CN(C(C2=CC1)=O)C1C(NC(CC1)=O)=O (3-(5-aminomethyl-1-oxo-1,3-dihydro-isoindol-2-yl)-piperidine-2,6-dione methane sulfonate). Solvent: CN(C=O)C (N,N-dimethylformamide). Run at temperature 40 celsius, time 1 hour. Product: O=C1NC(CCC1N1C(C2=CC=C(C=C2C1)CNC(=O)C=1N=NC(=CC1)OCC)=O)=O (6-ethoxy-pyridazine-3-carboxylic acid [2-(2,6-dioxo-piperidin-3-yl)-1-oxo-2,3-dihydro-1H-isoindol-5-ylmethyl]-amide). The yield is 81.0%. RXN SMILES: [CH2:1]([O:3][C:4]1[N:9]=[N:8][C:7]([C:10]([OH:12])=O)=[CH:6][CH:5]=1)[CH3:2].C1N=CN(C(N2C=NC=C2)=O)C=1.CS(O)(=O)=O.[NH2:30][CH2:31][C:32]1[CH:33]=[C:34]2[C:38](=[CH:39][CH:40]=1)[C:37](=[O:41])[N:36]([CH:42]1[CH2:47][CH2:46][C:45](=[O:48])[NH:44][C:43]1=[O:49])[CH2:35]2.O>CN(C)C=O>[O:49]=[C:43]1[CH:42]([N:36]2[CH2:35][C:34]3[C:38](=[CH:39][CH:40]=[C:32]([CH2:31][NH:30][C:10]([C:7]4[N:8]=[N:9][C:4]([O:3][CH2:1][CH3:2])=[CH:5][CH:6]=4)=[O:12])[CH:33]=3)[C:37]2=[O:41])[CH2:47][CH2:46][C:45](=[O:48])[NH:44]1 |f:2.3|. Procedure: A stirred mixture of 6-ethoxy-pyridazine-3-carboxylic acid (0.23 g, 1.40 mmol) and CDI (0.24 g, 1.50 mmol) in N,N-dimethylformamide (10 mL) was heated to 40° C. under nitrogen. After 1 h, 3-(5-aminomethyl-1-oxo-1,3-dihydro-isoindol-2-yl)-piperidine-2,6-dione methane sulfonate (0.5 g, 1.40 mmol) was added and the mixture was heated at 50° C. for 1.5 h. Water (20 mL) was added and the solids were isolated by filtration. The product was triturated in EtOAc (20 mL) for 18 h, then filtered and dried ... Reactants: C(C(=O)O)(=O)O.OC=1C=CC2=C(SC(=C2CC2=CC(=C(C=C2)CN2CCCC2)C)C2=CC=C(C=C2)OCC2NC(OC2)=O)C1 (6-Hydroxy-3-[3-methyl-4-[(1-pyrrolidinyl)-methyl]benzyl]-2-[4-(2-oxooxazolidin-4-ylmethoxy)phenyl]-benzo[b]thiophene Oxalate), C1(CCCC1)CCO (2-cyclopentylethanol), TEA. Procedure: By essentially following the conditions described in Example 2, Part A, the title compound was prepared from 6-benzyloxy-3-[3-methyl-4-[(1-pyrrolidinyl)methyl]benzyl]-2-(4-hydroxyphenyl)benzo[b]thiophene (Example 8; Part C) and 2-cyclopentylethanol in 58% yield following radial chromatography (SiO2; 5% THF and 2.5% TEA in hexanes). The solvent is hexanes, C1CCOC1 (THF). The product is C(C(=O)O)(=O)O.OC=1C=CC2=C(SC(=C2CC2=CC(=C(C=C2)CN2CCCC2)C)C2=CC=C(C=C2)OCCC2CCCC2)C1 (6-Hydroxy-3-[3-methyl-4-[(1-pyrrolidinyl)-methyl]benzyl]-2-[4-(2-cyclopentylethoxy)phenyl]-benzo[b]thiophene Oxalate). RXN SMILES: [C:1]([OH:6])(=[O:5])[C:2]([OH:4])=[O:3].[OH:7][C:8]1[CH:9]=[CH:10][C:11]2[C:15]([CH2:16][C:17]3[CH:22]=[CH:21][C:20]([CH2:23][N:24]4[CH2:28][CH2:27][CH2:26][CH2:25]4)=[C:19]([CH3:29])[CH:18]=3)=[C:14]([C:30]3[CH:35]=[CH:34][C:33]([O:36][CH2:37][CH:38]4[CH2:42]OC(=O)N4)=[CH:32][CH:31]=3)[S:13][C:12]=2[CH:44]=1.[CH:45]1(CCO)[CH2:49]C[CH2:47][CH2:46]1>C1COCC1>[C:1]([OH:6])(=[O:5])[C:2]([OH:4])=[O:3].[OH:7][C:8]1[CH:9]=[CH:10][C:11]2[C:15]([CH2:16][C:17]3[CH:22]=[CH:21][C:20]([CH2:23][N:24]4[CH2:28][CH2:27][CH2:26][CH2:25]4)=[C:19]([CH3:29])[CH:18]=3)=[C:14]([C:30]3[CH:31]=[CH:32][C:33]([O:36][CH2:37][CH2:38][CH:42]4[CH2:47][CH2:46][CH2:45][CH2:49]4)=[CH:34][CH:35]=3)[S:13][C:12]=2[CH:44]=1 |f:0.1,4.5|. Yield: 58.0%.